Dataset: the Open Reaction Database (ORD), a public repository of structured organic reaction records. Task: describe an organic reaction: reactants, conditions, products, and yield Reactants: CCO, CCOC(=O)c1cnn(C)c1, [Na+], [OH-]. Yields the product Cn1cc(C(=O)O)cn1. RXN SMILES: [CH3:14][CH2:15][OH:16].[CH3:1][n:2]1[n:3][cH:4][c:5]([C:7](=[O:8])[O:9][CH2:10][CH3:11])[cH:6]1.[Na+:13].[OH-:12]>>[CH3:1][n:2]1[n:3][cH:4][c:5]([C:7](=[O:8])[OH:9])[cH:6]1. Reaction SMILES: FC1(F)CC1CN1CCN(C2SC(C(OCC)=O)=C(C)N=2)C1=O.[CH2:24]([N:31]1[CH2:35][CH2:34][N:33]([C:36]2[S:37][C:38]([C:42]([O:44]CC)=[O:43])=[C:39]([CH3:41])[N:40]=2)[C:32]1=[O:47])[C:25]1[CH:30]=[CH:29][CH:28]=[CH:27][CH:26]=1>>[CH2:24]([N:31]1[CH2:35][CH2:34][N:33]([C:36]2[S:37][C:38]([C:42]([OH:44])=[O:43])=[C:39]([CH3:41])[N:40]=2)[C:32]1=[O:47])[C:25]1[CH:30]=[CH:29][CH:28]=[CH:27][CH:26]=1. The yield is 84.0%. Starting materials: FC1(C(C1)CN1C(N(CC1)C=1SC(=C(N1)C)C(=O)OCC)=O)F (ethyl 2-(3-((2,2-difluorocyclopropyl)methyl)-2-oxoimidazolidin-1-yl)-4-methylthiazole-5-carboxylate), C(C1=CC=CC=C1)N1C(N(CC1)C=1SC(=C(N1)C)C(=O)OCC)=O (ethyl 2-(3-benzyl-2-oxoimidazolidin-1-yl)-4-methylthiazole-5-carboxylate). The product is C(C1=CC=CC=C1)N1C(N(CC1)C=1SC(=C(N1)C)C(=O)O)=O (2-(3-benzyl-2-oxoimidazolidin-1-yl)-4-methylthiazole-5-carboxylic acid). Procedure details: Following the procedure as described in Preparation 14, making variations as required to replace ethyl 2-(3-((2,2-difluorocyclopropyl)methyl)-2-oxoimidazolidin-1-yl)-4-methylthiazole-5-carboxylate with ethyl 2-(3-benzyl-2-oxoimidazolidin-1-yl)-4-methylthiazole-5-carboxylate, the title compound was obtained in 84% yield: mp 248-249° C.; 1H NMR (300 MHz, DMSO-d6) δ 7.36-7.22 (m, 5H), 4.47 (s, 2H), 3.97 (t, J=7.5 Hz, 2H), 3.42 (t, J=7.5 Hz, 2H), 2.49 (s, 3H); MS (ES+) m/z 318.3 (M+1). Reactants: COC=C1C(=O)NC(=O)c2ccc(Br)cc21, CCCCCC, Nc1ccc(CN2CCCC2)cc1. Yields the product O=C1NC(=O)c2ccc(Br)cc2C1=CNc1ccc(CN2CCCC2)cc1. Reaction SMILES: [Br:1][c:2]1[cH:3][c:4]2[c:9]([cH:10][cH:11]1)[C:8](=[O:12])[NH:7][C:6](=[O:13])[C:5]2=[CH:14][O:15][CH3:16].[CH3:30][CH2:31][CH2:32][CH2:33][CH2:34][CH3:35].[N:17]1([CH2:22][c:23]2[cH:24][cH:25][c:26]([NH2:27])[cH:28][cH:29]2)[CH2:18][CH2:19][CH2:20][CH2:21]1>>[Br:1][c:2]1[cH:3][c:4]2[c:9]([cH:10][cH:11]1)[C:8](=[O:12])[NH:7][C:6](=[O:13])[C:5]2=[CH:14][NH:27][c:26]1[cH:25][cH:24][c:23]([CH2:22][N:17]2[CH2:18][CH2:19][CH2:20][CH2:21]2)[cH:29][cH:28]1. Reactants: C(CC)C=1NC(=C(C1CCC(=O)OCC)C)C(=O)OCC (2-n-propyl-3-carbethoxyethyl-4-methyl-5-carbethoxy-pyrrole), C=O (paraformaldehyde). The product is C(CC)C=1NC(=C(C1CCC(=O)O)C)C (2-n-propyl-3-carboxyethyl-4,5-dimethyl-pyrrole). RXN SMILES: [CH2:1]([C:4]1[NH:5][C:6]([C:17](OCC)=O)=[C:7]([CH3:16])[C:8]=1[CH2:9][CH2:10][C:11]([O:13]CC)=[O:12])[CH2:2][CH3:3].C=O>>[CH2:1]([C:4]1[NH:5][C:6]([CH3:17])=[C:7]([CH3:16])[C:8]=1[CH2:9][CH2:10][C:11]([OH:13])=[O:12])[CH2:2][CH3:3]. Procedure: 2-n-propyl-3-carbethoxyethyl-4-methyl-5-carbethoxy-pyrrole was reductively alkylated with paraformaldehyde to yield 2-n-propyl-3-carboxyethyl-4,5-dimethyl-pyrrole. ##STR112## The reactants are CCCCO, COc1ccc(N(C)c2nc(Cl)nc3ccc([N+](=O)[O-])cc23)cc1, NCCO. Product: COc1ccc(N(C)c2nc(NCCO)nc3ccc([N+](=O)[O-])cc23)cc1. RXN SMILES: [CH2:29]([OH:30])[CH2:31][CH2:32][CH3:33].[Cl:1][c:2]1[n:3][c:4]2[cH:5][cH:6][c:7]([N+:22](=[O:23])[O-:24])[cH:8][c:9]2[c:10]([N:12]([CH3:13])[c:14]2[cH:15][cH:16][c:17]([O:20][CH3:21])[cH:18][cH:19]2)[n:11]1.[NH2:25][CH2:26][CH2:27][OH:28]>>[c:2]1([NH:25][CH2:26][CH2:27][OH:28])[n:3][c:4]2[cH:5][cH:6][c:7]([N+:22](=[O:23])[O-:24])[cH:8][c:9]2[c:10]([N:12]([CH3:13])[c:14]2[cH:15][cH:16][c:17]([O:20][CH3:21])[cH:18][cH:19]2)[n:11]1. Starting materials: C(C)(C)(C)OC(=O)N1CC=2C=C3C(=CC2CC1C(=O)O)OC[C@@H](O3)C3=CC=C(C=C3)OCC3=CC(=C(C=C3)Cl)Cl ((S)-3-[4-(3,4-dichloro-benzyloxy)-phenyl]-2,3,8,9-tetrahydro-6H-[1,4]dioxino[2,3-g]isoquinoline-7,8-dicarboxylic acid 7-tert-butyl ester), Cl.COC([C@H](CC1=CC=C(C=C1)C1=CC=C(C=C1)Cl)N)=O ((S)-2-amino-3-(4′-chloro-biphenyl-4-yl)-propionic acid methyl ester hydrochloride). Product: C(C)(C)(C)OC(=O)N1CC=2C=C3C(=CC2CC1C(N[C@@H](CC1=CC=C(C=C1)C1=CC=C(C=C1)Cl)C(=O)OC)=O)OC[C@@H](O3)C3=CC=C(C=C3)OCC3=CC(=C(C=C3)Cl)Cl ((S)-8-[(S)-2-(4′-chloro-biphenyl-4-yl)-1-methoxycarbonyl-ethylcarbamoyl]-3-[4-(3,4-dichloro-benzyloxy)-phenyl]-2,3,8,9-tetrahydro-6H-[1,4]dioxino[2,3-g]isoquinoline-7-carboxylic acid tert-butyl ester). The yield is 53.3%. As a reaction SMILES: [C:1]([O:5][C:6]([N:8]1[CH:17]([C:18](O)=[O:19])[CH2:16][C:15]2[CH:14]=[C:13]3[O:21][CH2:22][C@H:23]([C:25]4[CH:30]=[CH:29][C:28]([O:31][CH2:32][C:33]5[CH:38]=[CH:37][C:36]([Cl:39])=[C:35]([Cl:40])[CH:34]=5)=[CH:27][CH:26]=4)[O:24][C:12]3=[CH:11][C:10]=2[CH2:9]1)=[O:7])([CH3:4])([CH3:3])[CH3:2].Cl.[CH3:42][O:43][C:44](=[O:61])[C@@H:45]([NH2:60])[CH2:46][C:47]1[CH:52]=[CH:51][C:50]([C:53]2[CH:58]=[CH:57][C:56]([Cl:59])=[CH:55][CH:54]=2)=[CH:49][CH:48]=1>>[C:1]([O:5][C:6]([N:8]1[CH:17]([C:18](=[O:19])[NH:60][C@H:45]([C:44]([O:43][CH3:42])=[O:61])[CH2:46][C:47]2[CH:52]=[CH:51][C:50]([C:53]3[CH:58]=[CH:57][C:56]([Cl:59])=[CH:55][CH:54]=3)=[CH:49][CH:48]=2)[CH2:16][C:15]2[CH:14]=[C:13]3[O:21][CH2:22][C@H:23]([C:25]4[CH:30]=[CH:29][C:28]([O:31][CH2:32][C:33]5[CH:38]=[CH:37][C:36]([Cl:39])=[C:35]([Cl:40])[CH:34]=5)=[CH:27][CH:26]=4)[O:24][C:12]3=[CH:11][C:10]=2[CH2:9]1)=[O:7])([CH3:4])([CH3:2])[CH3:3] |f:1.2|. Procedure details: (S)-3-[4-(3,4-dichloro-benzyloxy)-phenyl]-2,3,8,9-tetrahydro-6H-[1,4]dioxino[2,3-g]isoquinoline-7,8-dicarboxylic acid 7-tert-butyl ester (50 mg) was coupled with (S)-2-amino-3-(4′-chloro-biphenyl-4-yl)-propionic acid methyl ester hydrochloride (31 mg) according to General Procedure L to give (S)-8-[(S)-2-(4′-chloro-biphenyl-4-yl)-1-methoxycarbonyl-ethylcarbamoyl]-3-[4-(3,4-dichloro-benzyloxy)-phenyl]-2,3,8,9-tetrahydro-6H-[1,4]dioxino[2,3-g]isoquinoline-7-carboxylic acid tert-butyl ester (39 mg)... Starting materials: COC(=O)c1ccc(Oc2cc([Si](C)(C)C)ccc2C)o1, CO, [Na+], [OH-], O. Yields the product Cc1ccc([Si](C)(C)C)cc1Oc1ccc(C(=O)O)o1. As a reaction SMILES: [CH3:1][c:2]1[c:3]([O:4][c:5]2[cH:6][cH:7][c:8]([C:10](=[O:11])[O:12][CH3:13])[o:9]2)[cH:14][c:15]([Si:18]([CH3:19])([CH3:20])[CH3:21])[cH:16][cH:17]1.[CH3:24][OH:25].[Na+:23].[OH-:22].[OH2:26]>>[CH3:1][c:2]1[c:3]([O:4][c:5]2[cH:6][cH:7][c:8]([C:10](=[O:11])[OH:12])[o:9]2)[cH:14][c:15]([Si:18]([CH3:19])([CH3:20])[CH3:21])[cH:16][cH:17]1. The product is C#CCCCCC#CC(OC)C(Br)=Cc1ccccc1. Reaction SMILES: [Br:1][C:2](=[CH:3][c:4]1[cH:5][cH:6][cH:7][cH:8][cH:9]1)[CH:10]([C:11]#[C:12][CH2:13][CH2:14][CH2:15][CH2:16][C:17]#[CH:18])[OH:19].[CH3:22][I:23].[CH3:24][S:25]([CH3:26])=[O:27].[K+:21].[OH-:20]>>[Br:1][C:2](=[CH:3][c:4]1[cH:5][cH:6][cH:7][cH:8][cH:9]1)[CH:10]([C:11]#[C:12][CH2:13][CH2:14][CH2:15][CH2:16][C:17]#[CH:18])[O:19][CH3:22]. Starting materials: C#CCCCCC#CC(O)C(Br)=Cc1ccccc1, CI, CS(C)=O, [K+], [OH-]. The reactants are ClC1=NC(=NC(=N1)NC(C(C)(C)C)(C)C)NC(C(C)(C)C)(C)C (2-chloro-4,6-bis[(1,1,2,2-tetramethylpropyl)amino]-s-triazine), COC1=CC=C(C=C1)N1CCNCC1 (N-(p-methoxyphenyl)piperazine), C1(=C(C(=C(C(=C1F)F)F)N)F)N.Cl.Cl (dihydrochloride). Run in ClC1=CC=CC=C1 (chlorobenzene). The product is COC1=CC=C(C=C1)N1CCN(CC1)C1=NC(=NC(=N1)NC(C(C)(C)C)(C)C)NC(C(C)(C)C)(C)C (2-[4-(p-Methoxyphenyl)-1-piperazinyl]-4,6-bis[(1,1,2,2-tetramethylpropyl)amino]-s-triazine). RXN SMILES: Cl[C:2]1[N:7]=[C:6]([NH:8][C:9]([CH3:15])([CH3:14])[C:10]([CH3:13])([CH3:12])[CH3:11])[N:5]=[C:4]([NH:16][C:17]([CH3:23])([CH3:22])[C:18]([CH3:21])([CH3:20])[CH3:19])[N:3]=1.[CH3:24][O:25][C:26]1[CH:31]=[CH:30][C:29]([N:32]2[CH2:37][CH2:36][NH:35][CH2:34][CH2:33]2)=[CH:28][CH:27]=1.C1(N)C(F)=C(F)C(F)=C(N)C=1F.Cl.Cl>ClC1C=CC=CC=1>[CH3:24][O:25][C:26]1[CH:27]=[CH:28][C:29]([N:32]2[CH2:37][CH2:36][N:35]([C:2]3[N:7]=[C:6]([NH:8][C:9]([CH3:15])([CH3:14])[C:10]([CH3:13])([CH3:11])[CH3:12])[N:5]=[C:4]([NH:16][C:17]([CH3:22])([CH3:23])[C:18]([CH3:19])([CH3:21])[CH3:20])[N:3]=3)[CH2:34][CH2:33]2)=[CH:30][CH:31]=1 |f:2.3.4|. Procedure details: A mixture of 6.84 g. of 2-chloro-4,6-bis[(1,1,2,2-tetramethylpropyl)amino]-s-triazine and 7.69 g. of N-(p-methoxyphenyl)piperazine (prepared from the commercially available dihydrochloride salt) in 150 ml. of chlorobenzene is refluxed for 5 hours and then cooled. The reaction mixture is washed with two 25 ml. portions of water. The organic layer is dried over anhydrous potassium carbonate and magnesium sulfate and the solvent is stripped with a water pump. The residual amber oil is crystallized ... Reactants: [H-].[Na+] (sodium hydride), [Cl-].[NH4+] (ammonium chloride), C(COCCOCCOCCOCCOCCO)O (hexaethylene glycol), BrC1=CC=C(CBr)C=C1 (4-bromobenzyl bromide). The solvent is CN(C=O)C (dimethylformamide). The product is BrC1=CC=C(C=C1)COCCOCCOCCOCCOCCOCCOCC1=CC=C(C=C1)Br (1,21-bis(4-bromophenyl)-2,5,8,11,14,17,20-heptaoxaheneicosane). Yield: 92.0%. Reaction SMILES: [H-].[Na+].[CH2:3]([OH:21])[CH2:4][O:5][CH2:6][CH2:7][O:8][CH2:9][CH2:10][O:11][CH2:12][CH2:13][O:14][CH2:15][CH2:16][O:17][CH2:18][CH2:19][OH:20].[Br:22][C:23]1[CH:30]=[CH:29][C:26]([CH2:27]Br)=[CH:25][CH:24]=1.[Cl-].[NH4+]>CN(C)C=O>[Br:22][C:23]1[CH:30]=[CH:29][C:26]([CH2:27][O:20][CH2:19][CH2:18][O:17][CH2:16][CH2:15][O:14][CH2:13][CH2:12][O:11][CH2:10][CH2:9][O:8][CH2:7][CH2:6][O:5][CH2:4][CH2:3][O:21][CH2:27][C:26]2[CH:29]=[CH:30][C:23]([Br:22])=[CH:24][CH:25]=2)=[CH:25][CH:24]=1 |f:0.1,4.5|. Reported procedure: To a solution of 766 mg (19.2 mmol) of sodium hydride contained at 60% in mineral oil in dry dimethylformamide (40 ml) was added 1.80 g (6.38 mmol) of hexaethylene glycol in an atmosphere of argon, and the mixture was allowed to react at 40°-50° C. for 30 min. Then, 3.51 g (14.0 mmol) of 4-bromobenzyl bromide was added, and the mixture was allowed to react at room temperature for 16 hours. To the reaction mixture at 0° C. was added a saturated aqueous solution of ammonium chloride followed by ex...